From a dataset of the Open Reaction Database (ORD), a public repository of structured organic reaction records. describe an organic reaction: reactants, conditions, products, and yield Starting materials: [Na+], [OH-], O, Cc1ccc(S(=O)(=O)N2CCCC(=O)c3ccccc32)cc1. Product: O=C1CCCNc2ccccc21. As a reaction SMILES: [Na+:24].[OH-:23].[OH2:25].[c:1]1([CH3:2])[cH:3][cH:4][c:5]([S:6](=[O:7])(=[O:8])[N:10]2[c:11]3[c:12]([cH:18][cH:19][cH:20][cH:21]3)[C:13](=[O:17])[CH2:14][CH2:15][CH2:16]2)[cH:9][cH:22]1>>[NH:10]1[c:11]2[c:12]([cH:18][cH:19][cH:20][cH:21]2)[C:13](=[O:17])[CH2:14][CH2:15][CH2:16]1. Reactants: C1(CC1)N1CCC(CC1)C(=N)NO (1-cyclopropyl-N-hydroxypiperidine-4-carboxamidine), C(#N)C1=CC=C(C(=O)Cl)C=C1 (4-cyanobenzoyl chloride). Product: C1(CC1)N1CCC(CC1)C1=NOC(=N1)C1=CC=C(C#N)C=C1 (4-[3-(1-Cyclopropylpiperidin-4-yl)[1,2,4]oxadiazol-5-yl]benzonitrile). Reaction SMILES: [CH:1]1([N:4]2[CH2:9][CH2:8][CH:7]([C:10]([NH:12][OH:13])=[NH:11])[CH2:6][CH2:5]2)[CH2:3][CH2:2]1.[C:14]([C:16]1[CH:24]=[CH:23][C:19]([C:20](Cl)=O)=[CH:18][CH:17]=1)#[N:15]>>[CH:1]1([N:4]2[CH2:9][CH2:8][CH:7]([C:10]3[N:11]=[C:20]([C:19]4[CH:23]=[CH:24][C:16]([C:14]#[N:15])=[CH:17][CH:18]=4)[O:13][N:12]=3)[CH2:6][CH2:5]2)[CH2:2][CH2:3]1. Reported procedure: The title compound was prepared by a similar procedure to that described in Example 35a, starting from 1-cyclopropyl-N-hydroxypiperidine-4-carboxamidine and 4-cyanobenzoyl chloride. Reactants: NC[C@H](C)N1C(=CC=2C1=NC(=CC2)C(=O)OCC)C(=O)OCC (diethyl 1-[(2S)-1-aminopropan-2-yl]-1H-pyrrolo[2,3-b]pyridine-2,6-dicarboxylate), C([O-])([O-])=O.[K+].[K+] (potassium carbonate). Run in C(C)O (ethanol). Conditions: temperature 60 celsius, time 16 hour. Yields the product C[C@@H]1CNC(C=2N1C1=C(C2)C=CC(=N1)C(=O)O)=O ((9R)-9-Methyl-6-oxo-6,7,8,9-tetrahydropyrido[3′,2′:4,5]pyrrolo[1,2-a]pyrazine-2-carboxylic acid). Yield: 84.0%. Reaction SMILES: [NH2:1][CH2:2][C@@H:3]([N:5]1[C:9]2=[N:10][C:11]([C:14]([O:16]CC)=[O:15])=[CH:12][CH:13]=[C:8]2[CH:7]=[C:6]1[C:19]([O:21]CC)=O)[CH3:4].C(=O)([O-])[O-].[K+].[K+]>C(O)C>[CH3:4][C@H:3]1[N:5]2[C:9]3[N:10]=[C:11]([C:14]([OH:16])=[O:15])[CH:12]=[CH:13][C:8]=3[CH:7]=[C:6]2[C:19](=[O:21])[NH:1][CH2:2]1 |f:1.2.3|. Procedure details: To a solution of diethyl 1-[(2S)-1-aminopropan-2-yl]-1H-pyrrolo[2,3-b]pyridine-2,6-dicarboxylate (2.17 g, 6.80 mmol) in ethanol (40 mL) is added potassium carbonate (2.82 g, 20.4 mmol). The mixture is stirred at 60° C. for 16 h and is then cooled to room temperature. The ethanol is removed in vacuo and the aqueous mixture is acidified to pH 5 with 1N aqueous hydrochloric acid. The resulting solid is collected by filtration and dried in vacuo to afford the title compound as a pale yellow solid (1... The reactants are O=N[O-], Nc1cc(Cl)ccc1Cl, [Na+], O=S(=O)([O-])[O-], O, O=S(=O)(O)O. Yields the product Oc1cc(Cl)ccc1Cl. As a reaction SMILES: [N:15]([O-:16])=[O:17].[NH2:1][c:2]1[cH:3][c:4]([Cl:5])[cH:6][cH:7][c:8]1[Cl:9].[Na+:18].[O-:10][S:11](=[O:12])(=[O:13])[O-:14].[OH2:19].[S:20](=[O:21])(=[O:22])([OH:23])[OH:24]>>[c:2]1([OH:10])[cH:3][c:4]([Cl:5])[cH:6][cH:7][c:8]1[Cl:9]. Reactants: CC1=NC=C(N=C1S)C (2,5-dimethyl-3-mercapto-pyrazine), CC1=CC=CC=2C=COC21 (7-Methyl-benzofuran), C(C)(=O)OC(C)=O (acetic anhydride). Yields the product CC1=NC=C(N=C1SC(C)=O)C (2,5-Dimethyl-3-acetylthio-pyrazine). Reaction SMILES: [CH3:1][C:2]1[C:7]([SH:8])=[N:6][C:5]([CH3:9])=[CH:4][N:3]=1.CC1C2[O:18][CH:17]=[CH:16]C=2C=CC=1.C(OC(=O)C)(=O)C>>[CH3:1][C:2]1[C:7]([S:8][C:17](=[O:18])[CH3:16])=[N:6][C:5]([CH3:9])=[CH:4][N:3]=1. Reported procedure: e. 2,5-Dimethyl-3-acetylthio-pyrazine was prepared by acetylating 2,5-dimethyl-3-mercapto-pyrazine [compound (2) a.] with acetic anhydride in an alkaline medium according to the method described in Houben-Weyl, 4th ed., vol. 9, 753 (1955), The product has a m.p. of 36°-42°C. Reaction SMILES: [Cl-].[Cl-].[Cl-].[Al+3].[C:5]1([CH3:21])[CH:10]=[C:9]([CH3:11])[CH:8]=[C:7]([CH3:12])[C:6]=1[C:13]1[N:18]=[C:17](Cl)[N:16]=[C:15](Cl)[N:14]=1.[C:22]1([CH:29]=[CH:28][CH:27]=[C:25]([OH:26])[CH:24]=1)[OH:23].Cl>S1(CCCC1)(=O)=O>[C:5]1([CH3:21])[CH:10]=[C:9]([CH3:11])[CH:8]=[C:7]([CH3:12])[C:6]=1[C:13]1[N:18]=[C:17]([C:27]2[CH:28]=[CH:29][C:22]([OH:23])=[CH:24][C:25]=2[OH:26])[N:16]=[C:15]([C:27]2[CH:28]=[CH:29][C:22]([OH:23])=[CH:24][C:25]=2[OH:26])[N:14]=1 |f:0.1.2.3|. Yield: 84.6%. Procedure: 148.7 g (1.21 mol) of anhydrous aluminium trichloride (purity 98%) are added with stirring to a suspension of 130.0 g (0.485 mol) of 2-mesityl-4,6-dichloro-1,3,5-triazine (i) in 300 ml of petroleum ether with a boiling range of 110°-140° C. and 385 ml of sulfolane. During this addition, the mixture warms to 45° C. A solution of 133.5 e (1.21 mol) of resorcinol (purity 98%) in 155 ml of sulfolane is added to the mixture over the course of 45 minutes. The mixture is warmed at 80°-85° C. for 5 hour... Yields the product C1(=C(C(=CC(=C1)C)C)C1=NC(=NC(=N1)C1=C(C=C(C=C1)O)O)C1=C(C=C(C=C1)O)O)C (2-Mesityl-4,6-bis(2,4-dihydroxyphenyl)-1,3,5-triazine). Reaction conditions: time 14 hour. The reactants are C1(=C(C(=CC(=C1)C)C)C1=NC(=NC(=N1)Cl)Cl)C (2-Mesityl-4,6-dichloro-1,3,5-triazine), [Cl-].[Cl-].[Cl-].[Al+3] (aluminium trichloride), Cl (HCl), 133.5, C1(O)=CC(O)=CC=C1 (resorcinol). Run in petroleum ether, S1(=O)(=O)CCCC1 (sulfolane), S1(=O)(=O)CCCC1 (sulfolane).